describe an organic reaction: reactants, conditions, products, and yield From a dataset of the Open Reaction Database (ORD), a public repository of structured organic reaction records. Reactants: BrB(Br)Br, COc1ccccc1C(=O)Nc1ccc2c(c1)C(C)(c1ccccc1)CC(C)(C)N2C(C)=O, ClCCl, O. Yields the product CC(=O)N1c2ccc(NC(=O)c3ccccc3O)cc2C(C)(c2ccccc2)CC1(C)C. RXN SMILES: [B:1]([Br:2])([Br:3])[Br:4].[C:5]([CH3:6])(=[O:7])[N:8]1[C:9]([CH3:36])([CH3:37])[CH2:10][C:11]([CH3:29])([c:30]2[cH:31][cH:32][cH:33][cH:34][cH:35]2)[c:12]2[cH:13][c:14]([NH:18][C:19]([c:20]3[c:21]([O:26][CH3:27])[cH:22][cH:23][cH:24][cH:25]3)=[O:28])[cH:15][cH:16][c:17]21.[Cl:39][CH2:40][Cl:41].[OH2:38]>>[C:5]([CH3:6])(=[O:7])[N:8]1[C:9]([CH3:36])([CH3:37])[CH2:10][C:11]([CH3:29])([c:30]2[cH:31][cH:32][cH:33][cH:34][cH:35]2)[c:12]2[cH:13][c:14]([NH:18][C:19]([c:20]3[c:21]([OH:26])[cH:22][cH:23][cH:24][cH:25]3)=[O:28])[cH:15][cH:16][c:17]21. Reactants: O=C([O-])[O-], Cc1ccc(-c2c(CNC(=O)OC(C)(C)C)c(CC(C)C)nc3ccc(-c4nn[nH]n4)cc23)cc1, CN(C)C=O, NC(=O)CCl, [K+], [K+]. The product is Cc1ccc(-c2c(CNC(=O)OC(C)(C)C)c(CC(C)C)nc3ccc(-c4nnn(CC(N)=O)n4)cc23)cc1. As a reaction SMILES: [C:41](=[O:42])([O-:43])[O-:44].[CH2:1]([CH:2]([CH3:3])[CH3:4])[c:5]1[n:6][c:7]2[cH:8][cH:9][c:10](-[c:31]3[n:32][n:33][nH:34][n:35]3)[cH:11][c:12]2[c:13](-[c:24]2[cH:25][cH:26][c:27]([CH3:30])[cH:28][cH:29]2)[c:14]1[CH2:15][NH:16][C:17]([O:18][C:19]([CH3:20])([CH3:21])[CH3:22])=[O:23].[CH3:47][N:48]([CH3:49])[CH:50]=[O:51].[Cl:36][CH2:37][C:38](=[O:39])[NH2:40].[K+:45].[K+:46]>>[CH2:1]([CH:2]([CH3:3])[CH3:4])[c:5]1[n:6][c:7]2[cH:8][cH:9][c:10](-[c:31]3[n:32][n:33]([CH2:37][C:38](=[O:39])[NH2:40])[n:34][n:35]3)[cH:11][c:12]2[c:13](-[c:24]2[cH:25][cH:26][c:27]([CH3:30])[cH:28][cH:29]2)[c:14]1[CH2:15][NH:16][C:17]([O:18][C:19]([CH3:20])([CH3:21])[CH3:22])=[O:23]. Reactants: Cc1nc2ccccc2n1C1CC2CCC(C1)N2CCC1(c2ccccc2)CCN(C(=O)c2ccccc2C(=O)O)CC1, C[Si](C)(C)C=[N+]=[N-], CO. Product: COC(=O)c1ccccc1C(=O)N1CCC(CCN2C3CCC2CC(n2c(C)nc4ccccc42)C3)(c2ccccc2)CC1. RXN SMILES: [CH3:1][c:2]1[n:3][c:4]2[c:5]([n:6]1[CH:7]1[CH2:8][CH:9]3[CH2:10][CH2:11][CH:12]([CH2:13]1)[N:14]3[CH2:15][CH2:16][C:17]1([c:34]3[cH:35][cH:36][cH:37][cH:38][cH:39]3)[CH2:18][CH2:19][N:20]([C:23](=[O:24])[c:25]3[c:26]([C:27](=[O:28])[OH:29])[cH:30][cH:31][cH:32][cH:33]3)[CH2:21][CH2:22]1)[cH:40][cH:41][cH:42][cH:43]2.[CH3:44][Si:45]([CH:46]=[N+:47]=[N-:48])([CH3:49])[CH3:50].[CH3:51][OH:52]>>[CH3:1][c:2]1[n:3][c:4]2[c:5]([n:6]1[CH:7]1[CH2:8][CH:9]3[CH2:10][CH2:11][CH:12]([CH2:13]1)[N:14]3[CH2:15][CH2:16][C:17]1([c:34]3[cH:35][cH:36][cH:37][cH:38][cH:39]3)[CH2:18][CH2:19][N:20]([C:23](=[O:24])[c:25]3[c:26]([C:27](=[O:28])[O:29][CH3:44])[cH:30][cH:31][cH:32][cH:33]3)[CH2:21][CH2:22]1)[cH:40][cH:41][cH:42][cH:43]2.